Dataset: the Open Reaction Database (ORD), a public repository of structured organic reaction records. Task: describe an organic reaction: reactants, conditions, products, and yield Reactants: CCOCC, CN(C)C=O, COC1(c2ccccc2)c2cc(Cl)ccc2N(C)C(=O)CN1[N+](=O)[O-], [H-], [Na+], O. Product: COC1(c2ccccc2)N=CC(=O)N(C)c2ccc(Cl)cc21. Reaction SMILES: [CH3:29][CH2:30][O:31][CH2:32][CH3:33].[CH3:34][N:35]([CH3:36])[CH:37]=[O:38].[Cl:3][c:4]1[cH:5][cH:6][c:7]2[c:8]([cH:27]1)[C:9]([c:19]1[cH:20][cH:21][cH:22][cH:23][cH:24]1)([O:25][CH3:26])[N:10]([N+:16]([O-:17])=[O:18])[CH2:11][C:12](=[O:15])[N:13]2[CH3:14].[H-:1].[Na+:2].[OH2:28]>>[Cl:3][c:4]1[cH:5][cH:6][c:7]2[c:8]([cH:27]1)[C:9]([c:19]1[cH:20][cH:21][cH:22][cH:23][cH:24]1)([O:25][CH3:26])[N:10]=[CH:11][C:12](=[O:15])[N:13]2[CH3:14].